describe an organic reaction: reactants, conditions, products, and yield From a dataset of the Open Reaction Database (ORD), a public repository of structured organic reaction records. Yields the product C(C1=CC=CC=C1)N1C2=NC=NC=C2N=C1Br (9-Benzyl-8-bromo-9H-purine). Run in C(Cl)(Cl)Cl (chloroform). As a reaction SMILES: [CH2:1]([N:8]1[CH:16]=[N:15][C:14]2[C:9]1=[N:10][CH:11]=[N:12][CH:13]=2)[C:2]1[CH:7]=[CH:6][CH:5]=[CH:4][CH:3]=1.[Br:17]NC(=O)CCC(N)=O>C(Cl)(Cl)Cl>[CH2:1]([N:8]1[C:16]([Br:17])=[N:15][C:14]2[C:9]1=[N:10][CH:11]=[N:12][CH:13]=2)[C:2]1[CH:3]=[CH:4][CH:5]=[CH:6][CH:7]=1. Procedure details: To a stirred solution of 12 (10.68 g, 50.7 mmol) in chloroform (500 mL) was added N-bromosuccinamide (45.20 g, 253.9 mmol) and the reaction mixture stirred under an atmosphere of nitrogen and at reflux temperature for 5 h. The reaction mixture was transferred to a separatory funnel and washed with saturated sodium sulfite solution (2×250 mL) followed by brine solution (2×250 mL). The chloroform fraction was dried over anhydrous sodium sulfate and concentrated and the reddish oil was purified by ... Reactants: C(C1=CC=CC=C1)N1C2=NC=NC=C2N=C1 (9-benzylpurine), BrNC(CCC(=O)N)=O (N-bromosuccinamide). The reactants are C1OCC2=CC(=CC=C12)C1(CC1)C(=O)NC1=CC=C(C(=N1)C=1C=NC(=C(C1)C)OC)C (1-(1,3-dihydroisobenzofuran-5-yl)-N-(6′-methoxy-3,5′-dimethyl-2,3′-bipyridin-6-yl)cyclopropanecarboxamide), [Si](C)(C)(C)I (TMS-Iodide). Solvent: C(Cl)Cl (CH2Cl2), C(C)#N (acetonitrile). Conditions: temperature 50 celsius, time 20 minute. The product is C1OCC2=CC(=CC=C12)C1(CC1)C(=O)NC1=NC(=C(C=C1)C)C1=CNC(C(=C1)C)=O (1-(1,3-dihydroisobenzofuran-5-yl)-N-(5-methyl-6-(5-methyl-6-oxo-1,6-dihydropyridin-3-yl)pyridin-2-yl)cyclopropanecarboxamide). RXN SMILES: [CH2:1]1[C:9]2[C:4](=[CH:5][C:6]([C:10]3([C:13]([NH:15][C:16]4[N:21]=[C:20]([C:22]5[CH:23]=[N:24][C:25]([O:29]C)=[C:26]([CH3:28])[CH:27]=5)[C:19]([CH3:31])=[CH:18][CH:17]=4)=[O:14])[CH2:12][CH2:11]3)=[CH:7][CH:8]=2)[CH2:3][O:2]1.[Si](I)(C)(C)C>C(#N)C.C(Cl)Cl>[CH2:1]1[C:9]2[C:4](=[CH:5][C:6]([C:10]3([C:13]([NH:15][C:16]4[CH:17]=[CH:18][C:19]([CH3:31])=[C:20]([C:22]5[CH:27]=[C:26]([CH3:28])[C:25](=[O:29])[NH:24][CH:23]=5)[N:21]=4)=[O:14])[CH2:11][CH2:12]3)=[CH:7][CH:8]=2)[CH2:3][O:2]1. Procedure details: To a solution of 1-(1,3-dihydroisobenzofuran-5-yl)-N-(6′-methoxy-3,5′-dimethyl-2,3′-bipyridin-6-yl)cyclopropanecarboxamide (40 mg, 0.1 mmol) in acetonitrile (2 mL) was added TMS-Iodide (54.8 μL, 0.39 mmol). The reaction was stirred at 50° C. for 20 min. The reaction solution was diluted with CH2Cl2 and washed with saturated NaHSO3 (2×), brine, dried over MgSO4 and concentrated. The crude product was dissolved in DMSO (1 mL) and purified by reverse phase HPLC (10-99% CH3CN/water). ESI-MS m/z calc... RXN SMILES: [Na:1].[NH2:2][C:3]1[N:11]=[C:10]2[C:6]([N:7]=[CH:8][N:9]2[CH2:12][O:13][CH2:14][CH2:15][O:16]CC2C=CC=CC=2)=[C:5](Cl)[N:4]=1.O.[CH2:26]([OH:33])[C:27]1[CH:32]=[CH:31][CH:30]=[CH:29][CH:28]=1>>[Na:1].[NH2:2][C:3]1[N:11]=[C:10]2[C:6]([N:7]=[CH:8][N:9]2[CH2:12][O:13][CH2:14][CH2:15][OH:16])=[C:5]([O:33][CH2:26][C:27]2[CH:32]=[CH:31][CH:30]=[CH:29][CH:28]=2)[N:4]=1 |^1:0,33|. Reaction conditions: temperature 120 celsius, time 8 hour. Yields the product [Na] (sodium), NC1=NC(=C2N=CN(C2=N1)COCCO)OCC1=CC=CC=C1 (2-amino-6-benzyloxy-9-(2-hydroxyethoxymethyl) purine). Procedure: A solution of sodium benzylate in benzyl alcohol was prepared from sodium (2.58 g) and benzyl alcohol (28 ml). The solution was heated to 120° C. and 2-amino-6-chloro-9-(2-benzyloxyethoxymethyl)purine (3.47 g) was added over a 10 minute period. The reaction mixture was headed overnight with stirring at 120°-130° C. and then poured into a mixture of ice and water. The resulting mixture was extracted thoroughly with chloroform. The aqueous phase was neutralized with acetic acid, giving a white pre... Starting materials: [Na] (sodium), C(C1=CC=CC=C1)O (benzyl alcohol), C(C1=CC=CC=C1)O (benzyl alcohol), O (water), NC1=NC(=C2N=CN(C2=N1)COCCOCC1=CC=CC=C1)Cl (2-amino-6-chloro-9-(2-benzyloxyethoxymethyl)purine). The reactants are COC=1C=C(C=CC1)C(=O)C1=NNC2=C(C=CC=C12)C(F)(F)F ([3-(methoxy)phenyl](7-trifluoromethyl-1H-indazol-3-yl)methanone), [H-].[Na+] (sodium hydride), IC(C)C (2-iodopropane). The solvent is CN(C)C=O (DMF). Run at temperature 50 celsius, time 24 hour. Yields the product C(C)(C)N1N=C(C2=CC=CC(=C12)C(F)(F)F)C(=O)C1=CC(=CC=C1)OC ([1-isopropyl-7-(trifluoromethyl)-1H-indazol-3-yl](3-methoxyphenyl)methanone). The yield is 59.4%. Reaction SMILES: [CH3:1][O:2][C:3]1[CH:4]=[C:5]([C:9]([C:11]2[C:19]3[C:14](=[C:15]([C:20]([F:23])([F:22])[F:21])[CH:16]=[CH:17][CH:18]=3)[NH:13][N:12]=2)=[O:10])[CH:6]=[CH:7][CH:8]=1.[H-].[Na+].I[CH:27]([CH3:29])[CH3:28]>CN(C=O)C>[CH:27]([N:13]1[C:14]2[C:19](=[CH:18][CH:17]=[CH:16][C:15]=2[C:20]([F:23])([F:21])[F:22])[C:11]([C:9]([C:5]2[CH:6]=[CH:7][CH:8]=[C:3]([O:2][CH3:1])[CH:4]=2)=[O:10])=[N:12]1)([CH3:29])[CH3:28] |f:1.2|. Procedure: To a solution of [3-(methoxy)phenyl](7-trifluoromethyl-1H-indazol-3-yl)methanone (0.27 g, 0.85 mmol) in 5 mL DMF was added in one portion sodium hydride (0.034 g, 0.85 mmol, 60% in oil). After the gas evolution ceased, 2-iodopropane (0.10 mL, 1.0 mmol) was added and the reaction was stirred at ambient to 50° C. for 24 hours. The cool reaction mixture was partitioned with EtOAc and 1 N HCl. The organic phase was washed with brine and dried (Na2SO4). Removal of the solvent in vacuo afforded the cr... Starting materials: C(=O)(O)COC1=CC=C(C=C1)CC(C)NCC(C=1N=C(SC1)Cl)O (N-[2-(4-carboxymethoxyphenyl)-1-methylethyl]-2-hydroxy-2-(2-chlorothiazol-4-yl)ethanamine), B.O1CCCC1 (borane tetrahydrofuran). Yields the product OCCOC1=CC=C(C=C1)CC(C)NCC(C=1N=C(SC1)Cl)O (N-[2-(4-(2-Hydroxyethoxy)phenyl)-1-methylethyl]-2-hydroxy-2-(2-chloro-thiazol-4-yl)ethanamine). RXN SMILES: [C:1]([CH2:4][O:5][C:6]1[CH:11]=[CH:10][C:9]([CH2:12][CH:13]([NH:15][CH2:16][CH:17]([OH:24])[C:18]2[N:19]=[C:20]([Cl:23])[S:21][CH:22]=2)[CH3:14])=[CH:8][CH:7]=1)(O)=[O:2].B.O1CCCC1>>[OH:2][CH2:1][CH2:4][O:5][C:6]1[CH:11]=[CH:10][C:9]([CH2:12][CH:13]([NH:15][CH2:16][CH:17]([OH:24])[C:18]2[N:19]=[C:20]([Cl:23])[S:21][CH:22]=2)[CH3:14])=[CH:8][CH:7]=1 |f:1.2|. Procedure details: Prepared by analogy to Example 71 by reaction of N-[2-(4-carboxymethoxyphenyl)-1-methylethyl]-2-hydroxy-2-(2-chlorothiazol-4-yl)ethanamine with borane/tetrahydrofuran complex (1 molar solution in tetrahydrofuran) for 24 hours.